Dataset: the Open Reaction Database (ORD), a public repository of structured organic reaction records. Task: describe an organic reaction: reactants, conditions, products, and yield Reactants: CC(C)(C)OC(=O)NCC(=O)O, ClCCCl, COc1ccc(N2CCC(N3CCC(N)C3)CC2)cc1, ClCCl, O, c1ccncc1. Yields the product COc1ccc(N2CCC(N3CCC(NC(=O)CNC(=O)OC(C)(C)C)C3)CC2)cc1. As a reaction SMILES: [C:21]([CH3:22])([CH3:23])([CH3:24])[O:25][C:26](=[O:27])[NH:28][CH2:29][C:30](=[O:31])[OH:32].[CH2:33]([Cl:34])[CH2:35][Cl:36].[CH3:1][O:2][c:3]1[cH:4][cH:5][c:6]([N:9]2[CH2:10][CH2:11][CH:12]([N:15]3[CH2:16][CH:17]([NH2:20])[CH2:18][CH2:19]3)[CH2:13][CH2:14]2)[cH:7][cH:8]1.[Cl:44][CH2:45][Cl:46].[OH2:37].[cH:38]1[cH:39][cH:40][n:41][cH:42][cH:43]1>>[CH3:1][O:2][c:3]1[cH:4][cH:5][c:6]([N:9]2[CH2:10][CH2:11][CH:12]([N:15]3[CH2:16][CH:17]([NH:20][C:30]([CH2:29][NH:28][C:26]([O:25][C:21]([CH3:22])([CH3:23])[CH3:24])=[O:27])=[O:31])[CH2:18][CH2:19]3)[CH2:13][CH2:14]2)[cH:7][cH:8]1. Reported procedure: 3.5 G. of 2-acetamido-4-phenylthio-1-nitrobenzene is dissolved in 35 ml. chloroform and treated at -25° C to -20° C with 2.5 g. 40% peracetic acid in 5 ml. methanol. The reaction mixture is allowed to warm slowly to 20°-25° C where it is held for four hours, then washed with sodium bisulfate solution and then with sodium bicarbonate solution. Evaporation of the solvent leaves 2-acetamido-4-phenylsulfinyl-1-nitrobenzene as a gum. This is treated with 20 ml. methanol and 10 ml. 5N aqueous sodium h... Starting materials: NC1=C(C=CC(=C1)S(=O)C1=CC=CC=C1)[N+](=O)[O-] (2-amino-1-nitro-4-phenylsulfinylbenzene), C (charcoal), [H][H] (hydrogen). RXN SMILES: [NH2:1][C:2]1[CH:7]=[C:6]([S:8]([C:10]2[CH:15]=[CH:14][CH:13]=[CH:12][CH:11]=2)=[O:9])[CH:5]=[CH:4][C:3]=1[N+:16]([O-])=O.C.[H][H]>CO>[NH2:16][C:3]1[CH:4]=[CH:5][C:6]([S:8]([C:10]2[CH:15]=[CH:14][CH:13]=[CH:12][CH:11]=2)=[O:9])=[CH:7][C:2]=1[NH2:1]. Solvent: CO (methanol). Product: NC1=C(C=C(C=C1)S(=O)C1=CC=CC=C1)N (1,2-diamino-4-phenylsulfinylbenzene). Starting materials: C(C)(=O)OCC=1C(=NC=CC1C1=CN(C(C(=C1)NC1=NN2C(CN(CC2)C(C)=O)=C1)=O)C)N1N=CC=2C=3CCCCC3SC2C1=O ({4-[5-({5-Acetyl-4H,5H,6H,7H-pyrazolo[1,5-a]pyrazin-2-yl}amino)-1-methyl-6-oxo-1,6-dihydropyridin-3-yl]-2-{6-oxo-8-thia-4,5-diazatricyclo[7.4.0.02,7]trideca-1(9),2(7),3-trien-5-yl}pyridin-3-yl}methyl Acetate), [OH-].[Li+] (lithium hydroxide). Solvent: C(C)(C)O.C1CCOC1.O (i-propanol THF water). Conditions: temperature 35 celsius, time 30 minute. The product is C(C)(=O)N1CC=2N(CC1)N=C(C2)NC2=CC(=CN(C2=O)C)C2=C(C(=NC=C2)N2N=CC1=C(C2=O)SC2=C1CCCC2)CO (3-[4-[5-[(5-acetyl-6,7-dihydro-4H-pyrazolo[1,5-a]pyrazin-2-yl)amino]-1-methyl-6-oxo-3-pyridyl]-3-(hydroxymethyl)-2-pyridyl]-6,7,8,9-tetrahydrobenzothiopheno[2,3-d]pyridazin-4-one). Yield: 53.2%. As a reaction SMILES: C([O:4][CH2:5][C:6]1[C:7]([N:33]2[C:45](=[O:46])[C:44]3[S:43][C:42]4[CH2:41][CH2:40][CH2:39][CH2:38][C:37]=4[C:36]=3[CH:35]=[N:34]2)=[N:8][CH:9]=[CH:10][C:11]=1[C:12]1[CH:17]=[C:16]([NH:18][C:19]2[CH:30]=[C:22]3[CH2:23][N:24]([C:27](=[O:29])[CH3:28])[CH2:25][CH2:26][N:21]3[N:20]=2)[C:15](=[O:31])[N:14]([CH3:32])[CH:13]=1)(=O)C.[OH-].[Li+]>C(O)(C)C.C1COCC1.O>[C:27]([N:24]1[CH2:25][CH2:26][N:21]2[N:20]=[C:19]([NH:18][C:16]3[C:15](=[O:31])[N:14]([CH3:32])[CH:13]=[C:12]([C:11]4[CH:10]=[CH:9][N:8]=[C:7]([N:33]5[C:45](=[O:46])[C:44]6[S:43][C:42]7[CH2:41][CH2:40][CH2:39][CH2:38][C:37]=7[C:36]=6[CH:35]=[N:34]5)[C:6]=4[CH2:5][OH:4])[CH:17]=3)[CH:30]=[C:22]2[CH2:23]1)(=[O:29])[CH3:28] |f:1.2,3.4.5|. Procedure: A mixture of {4-[5-({5-acetyl-4H,5H,6H,7H-pyrazolo[1,5-a]pyrazin-2-yl}amino)-1-methyl-6-oxo-1,6-dihydropyridin-3-yl]-2-{6-oxo-8-thia-4,5-diazatricyclo[7.4.0.02,7]trideca-1(9),2(7),3-trien-5-yl}pyridin-3-yl}methyl acetate 247a (100 mg, 0.16 mmol) and lithium hydroxide (96 mg, 4.0 mmol) in i-propanol/THF/water (2:2:1, 10 mL) was stirred at 35° C. for 30 min. The mixture was concentrated under reduced pressure. To the residue was added water (5 mL) and the resulting mixture was extracted with dichl... Starting materials: O=[Ag], CCOC(=O)C(C)O, CCCCI. RXN SMILES: [Ag:14]=[O:15].[C:1]([CH:2]([OH:3])[CH3:4])(=[O:5])[O:6][CH2:7][CH3:8].[I:9][CH2:10][CH2:11][CH2:12][CH3:13]>>[C:1]([CH:2]([O:3][CH2:10][CH2:11][CH2:12][CH3:13])[CH3:4])(=[O:5])[O:6][CH2:7][CH3:8]. Yields the product CCCCOC(C)C(=O)OCC. Starting materials: Cc1ccccc1, O=C(O)c1cc(Cl)ccc1Cl, [Cu], O, O=S(=O)(O)O. The product is O=C(O)c1cccc(Cl)c1. Reaction SMILES: [CH3:19][c:20]1[cH:21][cH:22][cH:23][cH:24][cH:25]1.[Cl:1][c:2]1[c:3]([C:4](=[O:5])[OH:6])[cH:7][c:8]([Cl:11])[cH:9][cH:10]1.[Cu:18].[OH2:17].[S:12](=[O:13])(=[O:14])([OH:15])[OH:16]>>[cH:2]1[c:3]([C:4](=[O:5])[OH:6])[cH:7][c:8]([Cl:11])[cH:9][cH:10]1. Reactants: [BH4-].[Na+] (sodium borohydride), C1(=CC=CC=C1)C(CCN)C1=CC=CC=C1 (3,3-diphenylpropylamine), C(C1=CC=CC=C1)=O (benzaldehyde), C(#N)[BH3-].[Na+] (sodium cyanoborohydride), solution. Solvent: CC#N (CH3CN), C1CCOC1 (THF), C(C)(=O)O (acetic acid). Conditions: time 18 hour. Product: C(C1=CC=CC=C1)NCCC(C1=CC=CC=C1)C1=CC=CC=C1 (N-Benzyl-N-3,3-diphenylpropyl amine). Reaction SMILES: [C:1]1([CH:7]([C:11]2[CH:16]=[CH:15][CH:14]=[CH:13][CH:12]=2)[CH2:8][CH2:9][NH2:10])[CH:6]=[CH:5][CH:4]=[CH:3][CH:2]=1.[CH:17](=O)[C:18]1[CH:23]=[CH:22][CH:21]=[CH:20][CH:19]=1.C([BH3-])#N.[Na+].[BH4-].[Na+]>CC#N.C1COCC1.C(O)(=O)C>[CH2:17]([NH:10][CH2:9][CH2:8][CH:7]([C:1]1[CH:2]=[CH:3][CH:4]=[CH:5][CH:6]=1)[C:11]1[CH:12]=[CH:13][CH:14]=[CH:15][CH:16]=1)[C:18]1[CH:23]=[CH:22][CH:21]=[CH:20][CH:19]=1 |f:2.3,4.5|. Procedure: To a solution of 3,3-diphenylpropylamine (1.01 g, 4.79 mmol), acetic acid (28 ml, 049 mmol), and benzaldehyde (490 μl, 4.80 mmol) in CH3CN (2 ml) was added sodium cyanoborohydride (4.80 ml of a 1M solution in THF, 4.8 mmol) at 0° C. The reaction was allowed to warm to room temperature and stirred for 18 hrs. The solvent was evaporated in vacuo, quenched with sat. aq. NaHCO3 and extracted with EtOAc. The organic layer was washed with brine, dried (Na2SO4) and the solvent evaporated in vacuo. The ... Starting materials: CC(=O)OC1CC2CN(C(=O)c3ccc(NC(=O)c4ccccc4-c4ccccc4)cc3)c3ccccc3C(=O)N2C1, O=C(O)CC1CCCN1c1ccccc1[N+](=O)[O-]. Yields the product O=C(Nc1ccc(C(=O)N2CC3CC(O)CN3C(=O)c3ccccc32)cc1)c1ccccc1-c1ccccc1. RXN SMILES: [C:19](=[O:20])([CH3:21])[O:22][CH:23]1[CH2:24][CH:25]2[CH2:26][N:27]([C:38]([c:39]3[cH:40][cH:41][c:42]([NH:45][C:46]([c:47]4[c:48](-[c:53]5[cH:54][cH:55][cH:56][cH:57][cH:58]5)[cH:49][cH:50][cH:51][cH:52]4)=[O:59])[cH:43][cH:44]3)=[O:60])[c:28]3[c:29]([cH:34][cH:35][cH:36][cH:37]3)[C:30](=[O:33])[N:31]2[CH2:32]1.[N+:1]([c:2]1[cH:3][cH:4][cH:5][cH:6][c:7]1[N:8]1[CH2:9][CH2:10][CH2:11][CH:12]1[CH2:13][C:14]([OH:15])=[O:16])([O-:17])=[O:18]>>[OH:22][CH:23]1[CH2:24][CH:25]2[CH2:26][N:27]([C:38]([c:39]3[cH:40][cH:41][c:42]([NH:45][C:46]([c:47]4[c:48](-[c:53]5[cH:54][cH:55][cH:56][cH:57][cH:58]5)[cH:49][cH:50][cH:51][cH:52]4)=[O:59])[cH:43][cH:44]3)=[O:60])[c:28]3[c:29]([cH:34][cH:35][cH:36][cH:37]3)[C:30](=[O:33])[N:31]2[CH2:32]1. The reactants are NC1=C(C=C(C=C1C=1C(=NC=CC1)OC)C(C)(C)C)CCC1=CC=C(C=C1)NS(=O)(=O)C (N-(4-{2-[2-amino-5-tert-butyl-3-(2-methoxy-pyridin-3-yl)-phenyl]-ethyl}-phenyl)-methanesulfonamide), Br (HBr), C(=O)(O)[O-].[Na+] (NaHCO3). Solvent: CC(=O)O (AcOH). Run at temperature 70 celsius. Yields the product NC1=C(C=C(C=C1C=1C(NC=CC1)=O)C(C)(C)C)CCC1=CC=C(C=C1)NS(=O)(=O)C (N-(4-{2-[2-amino-5-tert-butyl-3-(2-oxo-1,2-dihydro-pyridin-3-yl)-phenyl]-ethyl}-phenyl)-methanesulfonamide). The yield is 66.2%. As a reaction SMILES: [NH2:1][C:2]1[C:7]([C:8]2[C:9]([O:14]C)=[N:10][CH:11]=[CH:12][CH:13]=2)=[CH:6][C:5]([C:16]([CH3:19])([CH3:18])[CH3:17])=[CH:4][C:3]=1[CH2:20][CH2:21][C:22]1[CH:27]=[CH:26][C:25]([NH:28][S:29]([CH3:32])(=[O:31])=[O:30])=[CH:24][CH:23]=1.Br.C([O-])(O)=O.[Na+]>CC(O)=O>[NH2:1][C:2]1[C:7]([C:8]2[C:9](=[O:14])[NH:10][CH:11]=[CH:12][CH:13]=2)=[CH:6][C:5]([C:16]([CH3:17])([CH3:18])[CH3:19])=[CH:4][C:3]=1[CH2:20][CH2:21][C:22]1[CH:27]=[CH:26][C:25]([NH:28][S:29]([CH3:32])(=[O:31])=[O:30])=[CH:24][CH:23]=1 |f:2.3|. Procedure: step 5—A mixture of 86 (0.050 g, 0.11 mmol), 48% HBr (0.050 mL) and AcOH (2 mL) in a sealed tube was heated overnight at 70° C. The reaction mixture was cooled to RT, carefully poured into a cold saturated aqueous NaHCO3 and then extracted with EtOAc. The organic layer was washed with brine, dried (MgSO4) and concentrated. The crude residue was purified by SiO2 chromatography and eluted with 10% MeOH/DCM to afford 32 mg (66%) of N-(4-{2-[2-amino-5-tert-butyl-3-(2-oxo-1,2-dihydro-pyridin-3-yl)-ph...